Dataset: the Open Reaction Database (ORD), a public repository of structured organic reaction records. Task: describe an organic reaction: reactants, conditions, products, and yield The reactants are C[Si](C)(C)C=[N+]=[N-], CO, Cc1c(C(=O)O)ccc(N)c1[N+](=O)[O-], C1CCOC1. Yields the product COC(=O)c1ccc(N)c([N+](=O)[O-])c1C. As a reaction SMILES: [CH3:20][Si:21]([CH:22]=[N+:23]=[N-:24])([CH3:25])[CH3:26].[CH3:27][OH:28].[NH2:1][c:2]1[c:3]([N+:12](=[O:13])[O-:14])[c:4]([CH3:11])[c:5]([C:6](=[O:7])[OH:8])[cH:9][cH:10]1.[O:15]1[CH2:16][CH2:19][CH2:18][CH2:17]1>>[NH2:1][c:2]1[c:3]([N+:12](=[O:13])[O-:14])[c:4]([CH3:11])[c:5]([C:6](=[O:7])[O:8][CH3:16])[cH:9][cH:10]1. Starting materials: O=C[C@H](O)[C@@H](O)[C@H](O)[C@H](O)CO (Glucose). Solvent: C(C)O (ethanol). Run at temperature 60 celsius. Product: O=C[C@H](O)[C@@H](O)[C@H](O)[C@H](O)CO.C(C)O (Glucose Ethanol). As a reaction SMILES: [O:1]=[CH:2][C@@H:3]([C@H:5]([C@@H:7]([C@@H:9]([CH2:11][OH:12])[OH:10])[OH:8])[OH:6])[OH:4]>C(O)C>[O:1]=[CH:2][C@@H:3]([C@H:5]([C@@H:7]([C@@H:9]([CH2:11][OH:12])[OH:10])[OH:8])[OH:6])[OH:4].[CH2:2]([OH:1])[CH3:3] |f:2.3|. Procedure: Glucose and ethanol were determined by high-performance liquid chromatography (HPLC). Fermentation broth was filtered through a 0.45 μm nylon filter, diluted 10-fold with 0.01N H2SO4, and injected into a Bio-Rad Aminex HPX-87H organic acid column (Waters Chromatography, Milford, Minn.) maintained at 60° C. The components were eluted from the column with 0.01N H2SO4 at a flow rate of 0.5 ml/min. The separated compounds were detected and quantified with a Beckman refractive index detector (Model 1... Starting materials: S=C(c1ncc[nH]1)c1ncc[nH]1, CC#N, Nc1nc(Nc2ccc(S(N)(=O)=O)cc2)n[nH]1, Nc1ccc(Oc2ccccc2)cc1, CN(C)C=O, c1c[nH]cn1. The product is Nc1nc(Nc2ccc(S(N)(=O)=O)cc2)nn1C(=S)Nc1ccc(Oc2ccccc2)cc1. As a reaction SMILES: [C:1](=[S:2])([c:3]1[nH:4][cH:5][cH:6][n:7]1)[c:8]1[nH:9][cH:10][cH:11][n:12]1.[CH3:49][C:50]#[N:51].[NH2:32][c:33]1[n:34][c:35]([NH:38][c:39]2[cH:40][cH:41][c:42]([S:45](=[O:46])(=[O:47])[NH2:48])[cH:43][cH:44]2)[n:36][nH:37]1.[O:13]([c:14]1[cH:15][cH:16][cH:17][cH:18][cH:19]1)[c:20]1[cH:21][cH:22][c:23]([NH2:24])[cH:25][cH:26]1.[O:52]=[CH:53][N:54]([CH3:55])[CH3:56].[nH:27]1[cH:28][cH:29][n:30][cH:31]1>>[C:1](=[S:2])([NH:24][c:23]1[cH:22][cH:21][c:20]([O:13][c:14]2[cH:15][cH:16][cH:17][cH:18][cH:19]2)[cH:26][cH:25]1)[n:37]1[c:33]([NH2:32])[n:34][c:35]([NH:38][c:39]2[cH:40][cH:41][c:42]([S:45](=[O:46])(=[O:47])[NH2:48])[cH:43][cH:44]2)[n:36]1. Starting materials: CN(C)C=O, Cn1c(C(F)(F)F)cc(=O)n(-c2cc(O)c(Cl)cc2F)c1=O, [Na+], [Na+], O=C([O-])[O-], BrCCCc1ccccc1. Product: Cn1c(C(F)(F)F)cc(=O)n(-c2cc(OCCCc3ccccc3)c(Cl)cc2F)c1=O. RXN SMILES: [CH3:39][N:40]([CH3:41])[CH:42]=[O:43].[Cl:1][c:2]1[cH:3][c:4]([F:22])[c:5](-[n:9]2[c:10](=[O:21])[n:11]([CH3:20])[c:12]([C:16]([F:17])([F:18])[F:19])[cH:13][c:14]2=[O:15])[cH:6][c:7]1[OH:8].[Na+:33].[Na+:34].[O-:35][C:36](=[O:37])[O-:38].[c:23]1([CH2:29][CH2:30][CH2:31][Br:32])[cH:24][cH:25][cH:26][cH:27][cH:28]1>>[Cl:1][c:2]1[cH:3][c:4]([F:22])[c:5](-[n:9]2[c:10](=[O:21])[n:11]([CH3:20])[c:12]([C:16]([F:17])([F:18])[F:19])[cH:13][c:14]2=[O:15])[cH:6][c:7]1[O:8][CH2:31][CH2:30][CH2:29][c:23]1[cH:24][cH:25][cH:26][cH:27][cH:28]1. Yields the product CN(C)c1nc(Cl)nc2c1CCCC2c1ccc(F)cc1. The reactants are CNC, CO, Fc1ccc(C2CCCc3c(Cl)nc(Cl)nc32)cc1. As a reaction SMILES: [CH3:20][NH:21][CH3:22].[CH3:23][OH:24].[Cl:1][c:2]1[n:3][c:4]2[c:9]([c:10]([Cl:12])[n:11]1)[CH2:8][CH2:7][CH2:6][CH:5]2[c:13]1[cH:14][cH:15][c:16]([F:19])[cH:17][cH:18]1>>[Cl:1][c:2]1[n:3][c:4]2[c:9]([c:10]([N:21]([CH3:20])[CH3:22])[n:11]1)[CH2:8][CH2:7][CH2:6][CH:5]2[c:13]1[cH:14][cH:15][c:16]([F:19])[cH:17][cH:18]1. The reactants are C(C)(C)(C)OC(=O)N[C@H]1C[C@]2([C@H](CNC2)C1)C(=O)OC ((3aR,5R,6aR)-Methyl 5-((tert-butoxycarbonyl)amino)octahydrocyclopenta[c]-pyrrole-3a-carboxylate), TEA, ClC(=O)OCC1=CC=CC=C1 (benzyl chloroformate). Solvent: C(Cl)Cl (DCM). Run at time 3 hour. Product: C(C)(C)(C)OC(=O)N[C@H]1C[C@]2([C@H](CN(C2)C(=O)OCC2=CC=CC=C2)C1)C(=O)OC ((3aR,5R,6aR)-2-Benzyl 3a-methyl 5-((tert-butoxycarbonyl)amino)-hexahydrocyclopenta[c]pyrrole-2,3a(1H)-dicarboxylate). Reaction SMILES: [C:1]([O:5][C:6]([NH:8][C@@H:9]1[CH2:16][C@H:12]2[CH2:13][NH:14][CH2:15][C@@:11]2([C:17]([O:19][CH3:20])=[O:18])[CH2:10]1)=[O:7])([CH3:4])([CH3:3])[CH3:2].Cl[C:22]([O:24][CH2:25][C:26]1[CH:31]=[CH:30][CH:29]=[CH:28][CH:27]=1)=[O:23]>C(Cl)Cl>[C:1]([O:5][C:6]([NH:8][C@@H:9]1[CH2:16][C@H:12]2[CH2:13][N:14]([C:22]([O:24][CH2:25][C:26]3[CH:31]=[CH:30][CH:29]=[CH:28][CH:27]=3)=[O:23])[CH2:15][C@@:11]2([C:17]([O:19][CH3:20])=[O:18])[CH2:10]1)=[O:7])([CH3:4])([CH3:3])[CH3:2]. Procedure details: To a solution of the product from Step D (21.5 g, 75.6 mmol) in DCM (400 mL) was added TEA (31.6 mL, 226.8 mmol) and benzyl chloroformate (14.5 mL, 95%, 98.3 mmol) at 0° C. under Ar. The mixture was stirred at rt for 3 h and quenched by the addition of aqueous NaHCO3 solution. The aqueous phase was extracted with DCM (3×) and the combined organic phases were dried over Na2SO4. Evaporation and purification by column chromatography (eluent: 20% EtOAc in hexanes to 30%) gave the product as a colorl... Starting materials: C[SiH](C)Oc1c(C(=O)O)cc(OCc2ccccc2)c(C(C)(C)C)c1C(C)(C)C, O=C(Cl)C(=O)Cl, [H-], [Na+], c1ccccc1. Product: C[SiH](C)Oc1c(C(=O)Cl)cc(OCc2ccccc2)c(C(C)(C)C)c1C(C)(C)C. RXN SMILES: [CH2:1]([c:2]1[cH:3][cH:4][cH:5][cH:6][cH:7]1)[O:8][c:9]1[c:10]([C:26]([CH3:27])([CH3:28])[CH3:29])[c:11]([C:22]([CH3:23])([CH3:24])[CH3:25])[c:12]([O:18][SiH:19]([CH3:20])[CH3:21])[c:13]([C:14](=[O:15])[OH:16])[cH:17]1.[Cl:32][C:33]([C:34]([Cl:35])=[O:36])=[O:37].[H-:31].[Na+:30].[cH:38]1[cH:39][cH:40][cH:41][cH:42][cH:43]1>>[CH2:1]([c:2]1[cH:3][cH:4][cH:5][cH:6][cH:7]1)[O:8][c:9]1[c:10]([C:26]([CH3:27])([CH3:28])[CH3:29])[c:11]([C:22]([CH3:23])([CH3:24])[CH3:25])[c:12]([O:18][SiH:19]([CH3:20])[CH3:21])[c:13]([C:14](=[O:15])[Cl:32])[cH:17]1.